This data is from the Open Reaction Database (ORD), a public repository of structured organic reaction records. The task is: describe an organic reaction: reactants, conditions, products, and yield Reactants: FC(C1=C(C=CC=C1)CCC(=O)O)(F)F (3-(2-(trifluoromethyl)phenyl)propanoic acid), ClC=1C=C2C(NC3(CCNCC3)C2=C(C1)Cl)=O (5,7-dichlorospiro[isoindoline-1,4′-piperidin]-3-one). The product is ClC=1C=C2C(NC3(CCN(CC3)C(CCC3=C(C=CC=C3)C(F)(F)F)=O)C2=C(C1)Cl)=O (5,7-dichloro-1′-(3-(2-(trifluoromethyl)phenyl)propanoyl)spiro[isoindoline-1,4′-piperidin]-3-one). RXN SMILES: [F:1][C:2]([F:15])([F:14])[C:3]1[CH:8]=[CH:7][CH:6]=[CH:5][C:4]=1[CH2:9][CH2:10][C:11]([OH:13])=O.[Cl:16][C:17]1[CH:18]=[C:19]2[C:28](=[C:29]([Cl:31])[CH:30]=1)[C:22]1([CH2:27][CH2:26][NH:25][CH2:24][CH2:23]1)[NH:21][C:20]2=[O:32]>>[Cl:16][C:17]1[CH:18]=[C:19]2[C:28](=[C:29]([Cl:31])[CH:30]=1)[C:22]1([CH2:27][CH2:26][N:25]([C:11](=[O:13])[CH2:10][CH2:9][C:4]3[CH:5]=[CH:6][CH:7]=[CH:8][C:3]=3[C:2]([F:1])([F:15])[F:14])[CH2:24][CH2:23]1)[NH:21][C:20]2=[O:32]. Procedure details: The title compound was prepared following a procedure analogous to that described in Example 28 using 3-(2-(trifluoromethyl)phenyl)propanoic acid and 5,7-dichlorospiro[isoindoline-1,4′-piperidin]-3-one. LC-MS Method 3 tR=1.312, min, m/z=471; 1H NMR (d6-DMSO) 1.38 (d, 2H), 2.37 (m, 1H), 2.60-2.80 (m, 2H), 2.83-3.02 (m, 3H), 3.35 (m, 2H), 3.94 (d, 1H), 4.51 (d, 1H), 7.38 (t, 1H), 7.55 (m, 2H), 7.64 (m, 2H), 7.80 (s, 1H), 9.88 (s, 1H)